Dataset: the Open Reaction Database (ORD), a public repository of structured organic reaction records. Task: describe an organic reaction: reactants, conditions, products, and yield Starting materials: O=C([O-])O, COC(=O)c1ccc(OCc2c(-c3ccccc3)noc2C)nc1, Cc1ccccc1, C1CN=C2NCCCN2C1, NCCCCO, [Na+]. As a reaction SMILES: [C:41](=[O:42])([OH:43])[O-:44].[CH3:1][O:2][C:3]([c:4]1[cH:5][n:6][c:7]([O:10][CH2:11][c:12]2[c:13](-[c:18]3[cH:19][cH:20][cH:21][cH:22][cH:23]3)[n:14][o:15][c:16]2[CH3:17])[cH:8][cH:9]1)=[O:24].[CH3:46][c:47]1[cH:48][cH:49][cH:50][cH:51][cH:52]1.[N:31]12[CH2:32][CH2:33][CH2:34][NH:35][C:36]1=[N:37][CH2:38][CH2:39][CH2:40]2.[NH2:25][CH2:26][CH2:27][CH2:28][CH2:29][OH:30].[Na+:45]>>[C:3]([c:4]1[cH:5][n:6][c:7]([O:10][CH2:11][c:12]2[c:13](-[c:18]3[cH:19][cH:20][cH:21][cH:22][cH:23]3)[n:14][o:15][c:16]2[CH3:17])[cH:8][cH:9]1)(=[O:24])[NH:25][CH2:26][CH2:27][CH2:28][CH2:29][OH:30]. Product: Cc1onc(-c2ccccc2)c1COc1ccc(C(=O)NCCCCO)cn1.